Dataset: the Open Reaction Database (ORD), a public repository of structured organic reaction records. Task: describe an organic reaction: reactants, conditions, products, and yield Reactants: dinitronaphthalenes, [N+](=O)(O)[O-] (nitric acid), ClC(C)Cl (dichloroethane), C1=CC=CC2=CC=CC=C12 (naphthalene), [N+](=O)([O-])C1=CC=CC2=CC=CC=C12 (1-nitronaphthalene). Product: [N+](=O)([O-])C1=C(C2=CC=CC=C2C=C1)[N+](=O)[O-] (dinitronaphthalene). Reaction SMILES: C1C2C(=CC=CC=2)C=CC=1.[N+:11]([C:14]1[C:23]2[C:18](=[CH:19][CH:20]=[CH:21][CH:22]=2)[CH:17]=[CH:16][CH:15]=1)([O-:13])=[O:12].[N+:24]([O-])([OH:26])=[O:25].ClC(Cl)C>>[N+:24]([C:15]1[CH:16]=[CH:17][C:18]2[C:23](=[CH:22][CH:21]=[CH:20][CH:19]=2)[C:14]=1[N+:11]([O-:13])=[O:12])([O-:26])=[O:25]. Procedure: DE-OS-24 53 529 describes the production of dinitronaphthalenes by nitration of naphthalene or 1-nitronaphthalene with nitric acid in an organic solvent, e.g., dichloroethane, with the azeotropic removal of the water of reaction. This process yields dinitronaphthalene in high yields, but without influencing the isomer ratio. Starting materials: O=C1COC2=C(N1)C=CC(=C2)C(C(CC(=O)O)C)=O (4-(3,4-Dihydro-3-oxo-1,4(2H)-benzoxazin-7-yl)-4-oxo-3-methylbutyric acid), NN (hydrazine). The solvent is C(C)O (ethanol). Yields the product O=C1COC2=C(N1)C=CC(=C2)C=2C(CC(NN2)=O)C (6-(3,4-Dihydro-3-oxo-1,4(2H)-benzoxazin-7-yl)-2,3,4,5-tetrahydro-5-methylpyridazin-3-one). The yield is 91.6%. As a reaction SMILES: [O:1]=[C:2]1[NH:7][C:6]2[CH:8]=[CH:9][C:10]([C:12](=O)[CH:13]([CH3:18])[CH2:14][C:15](O)=[O:16])=[CH:11][C:5]=2[O:4][CH2:3]1.[NH2:20][NH2:21]>C(O)C>[O:1]=[C:2]1[NH:7][C:6]2[CH:8]=[CH:9][C:10]([C:12]3[CH:13]([CH3:18])[CH2:14][C:15](=[O:16])[NH:20][N:21]=3)=[CH:11][C:5]=2[O:4][CH2:3]1. Procedure: 4-(3,4-Dihydro-3-oxo-1,4(2H)-benzoxazin-7-yl)-4-oxo-3-methylbutyric acid (31 g, 0.12 moles) was dissolved in ethanol (300 ml) and anhydrous hydrazine (4.7 ml, 0.15 moles) was added. The mixture was heated at reflux overnight. White crystals formed after the mixture was cooled. The crystals were collected by filtration and washed well with ethanol. The solid was dried under vacuum giving 28.5 g (93%) of the titled compound, mp 299°-302° C. Procedure details: A shaking autoclave having an internal volume of about 60 ml was charged with 5 grams of acenaphthene and 0.2 gram of a 50% Ni/kieselguhr catalyst and with hydrogen at an initial pressure of 200 kg/cm2 gauge. Reaction was effected at 200° C. for 7 hours. Perhydroacenaphthene was produced in a yield of 100%, and the combined selectivity of Nos. 1 and 3 trans-isomers was 96%. Conditions: time 7 hour. Reagents/catalysts: [Ni] (Ni). Product: C1CC2CCCC3CCCC1C23 (Perhydroacenaphthene). RXN SMILES: [CH2:1]1[C:11]2=[C:12]3[C:7](=[CH:8][CH:9]=[CH:10]2)[CH:6]=[CH:5][CH:4]=[C:3]3[CH2:2]1.[H][H]>[Ni]>[CH2:1]1[CH:11]2[CH:12]3[CH:7]([CH2:8][CH2:9][CH2:10]2)[CH2:6][CH2:5][CH2:4][CH:3]3[CH2:2]1. Reactants: C1CC2=CC=CC3=CC=CC1=C23 (acenaphthene), [H][H] (hydrogen). The yield is 100.0%. Reaction SMILES: [C:1]([C:4]1[C:5](=[O:22])[NH:6][C:7]2[C:12]([C:13]=1C)=[C:11](OS(O)(=O)=O)[CH:10]=[CH:9][C:8]=2[CH2:20][CH3:21])(=[O:3])[CH3:2].[CH:23]1([NH2:28])[CH2:27][CH2:26][CH2:25][CH2:24]1>>[C:1]([C:4]1[C:5](=[O:22])[NH:6][C:7]2[C:12]([C:13]=1[NH:28][CH:23]1[CH2:27][CH2:26][CH2:25][CH2:24]1)=[CH:11][CH:10]=[CH:9][C:8]=2[CH2:20][CH3:21])(=[O:3])[CH3:2]. The yield is 72.1%. The reactants are C(C)(=O)C=1C(NC2=C(C=CC(=C2C1C)OS(=O)(=O)O)CC)=O (3-Acetyl-8-ethyl-4-methylsulfoxy-2-quinolinone), C1(CCCC1)N (cyclopentylamine). Procedure: 3-Acetyl-8-ethyl-4-methylsulfoxy-2-quinolinone (2.77g, 0.01 mol) and cyclopentylamine (0.86g, 0.01 mol) were used, but the reaction was carried out as the above process of example 37 to obtain the desired product (2.15g, yield: 72%). The product is C(C)(=O)C=1C(NC2=C(C=CC=C2C1NC1CCCC1)CC)=O (3-Acetyl-8-ethyl-4-cyclopentylamino-2-quinolinone).